Dataset: the Open Reaction Database (ORD), a public repository of structured organic reaction records. Task: describe an organic reaction: reactants, conditions, products, and yield Reactants: C(#N)CC(N)=S (2-cyanoethanethioamide), BrCC (bromoethane), [O-]CC.[Na+] (sodium ethoxide), NC1=C(C(=O)O)C(=CC=C1)Cl (2-amino-6-chlorobenzoic acid). Run at time 6 hour. Yields the product ClC1=C2C(N=C(NC2=CC=C1)CC#N)=O (2-(5-chloro-4-oxo-1,4-dihydroquinazolin-2-yl)acetonitrile). Yield: 23.2%. As a reaction SMILES: [C:1]([CH2:3][C:4](=S)[NH2:5])#[N:2].BrCC.[O-]CC.[Na+].[NH2:14][C:15]1[CH:23]=[CH:22][CH:21]=[C:20]([Cl:24])[C:16]=1[C:17]([OH:19])=O>>[Cl:24][C:20]1[CH:21]=[CH:22][CH:23]=[C:15]2[C:16]=1[C:17](=[O:19])[N:5]=[C:4]([CH2:3][C:1]#[N:2])[NH:14]2 |f:2.3|. Procedure details: 2-cyanoethanethioamide (300 mg, 3.00 mmol) and bromoethane (261 μL, 3.50 mmol) were added to an ethanolic solution of sodium ethoxide (3.50 mmol, 2.5 mL). The resulting mixture was stirred for 6 hours, 2-amino-6-chlorobenzoic acid (500 mg, 2.91 mmol) was added, and the reaction was refluxed overnight with stirring. A solid precipitate formed upon cooling of the reaction mixture, which was recovered by vacuum filtration and washed sequentially with ethanol, water, ethanol, and diethyl ether. The ... Starting materials: O (H2O), BrC1=C(C=C(C=C1)C=1OC=CN1)CC(=O)Cl (2-Bromo-5-(2-oxazolyl)benzeneacetyl chloride), N1N=NC=C1 (1H-1,2,3-triazole), C(=O)([O-])[O-].[K+].[K+] (K2CO3). Run in S1(=O)(=O)CCCC1 (sulfolane). Conditions: temperature 140 celsius. Product: BrC1=C(C=C(C=C1)C=1OC=CN1)CC=1OC=CN1 (2-[4-Bromo-3-(2-oxazolylmethyl)phenyl]oxazole). Reaction SMILES: [Br:1][C:2]1[CH:7]=[CH:6][C:5]([C:8]2[O:9][CH:10]=[CH:11][N:12]=2)=[CH:4][C:3]=1[CH2:13][C:14](Cl)=[O:15].[NH:17]1[CH:21]=[CH:20]N=N1.C([O-])([O-])=O.[K+].[K+].O>S1(CCCC1)(=O)=O>[Br:1][C:2]1[CH:7]=[CH:6][C:5]([C:8]2[O:9][CH:10]=[CH:11][N:12]=2)=[CH:4][C:3]=1[CH2:13][C:14]1[O:15][CH:20]=[CH:21][N:17]=1 |f:2.3.4|. Reported procedure: A mixture of the title compound of Step (C), 1H-1,2,3-triazole (144 mg, 2.1 mmol) and K2CO3 (1.3 g, 9.5 mmol) in 3.8 ml sulfolane was heated at 140° C. for 3 hrs. After cooling, 30 ml H2O was added and the mixture was extracted with 1:1 EtOAc/hexane. The combined organic extracts were washed with H2O and brine, dried and concentrated. The residue was chromatographed on silica gel using 3:1 hexane/EtOAc to afford the title compound of this step (256 mg, 44% for three steps). The reactants are N#CC1CCNCC1, CCO, CC(C)O, Cl, c1ccc2c(OCC3CO3)cccc2c1. Product: Cl, N#CC1CCN(CC(O)COc2cccc3ccccc23)CC1. As a reaction SMILES: [C:16](#[N:17])[CH:18]1[CH2:19][CH2:20][NH:21][CH2:22][CH2:23]1.[CH3:24][CH2:25][OH:26].[CH:28]([OH:29])([CH3:30])[CH3:31].[ClH:27].[O:1]1[CH2:2][CH:3]1[CH2:4][O:5][c:6]1[cH:7][cH:8][cH:9][c:10]2[cH:11][cH:12][cH:13][cH:14][c:15]12>>[ClH:27].[OH:1][CH:3]([CH2:2][N:21]1[CH2:20][CH2:19][CH:18]([C:16]#[N:17])[CH2:23][CH2:22]1)[CH2:4][O:5][c:6]1[cH:7][cH:8][cH:9][c:10]2[cH:11][cH:12][cH:13][cH:14][c:15]12. The reactants are [H][H] (hydrogen), ClC1=C(C=CC=C1Cl)C1C(=C(NC(=C1C(=O)OC)C)COCC#CC(=O)OC)C(=O)OCC (methyl 4-{[4-(2,3-dichlorophenyl)-3-ethoxycarbonyl-5-methoxycarbonyl-6-methyl-1,4-dihydropyrid-2-yl]methoxy}but-2-ynoate), [H][H] (hydrogen). The reagents and catalysts are [Pd] (palladium). Solvent: O1CCOCC1 (dioxane). Yields the product ClC1=C(C=CC=C1Cl)C1C(=C(NC(=C1C(=O)OC)C)COCCCC(=O)OC)C(=O)OCC (Methyl 4-{[4-(2,3-dichlorophenyl)-3-ethoxycarbonyl-5-methoxycarbonyl-6-methyl-1,4-dihydropyrid-2-yl]methoxy}butanoate). Yield: 39.7%. As a reaction SMILES: [Cl:1][C:2]1[C:7]([Cl:8])=[CH:6][CH:5]=[CH:4][C:3]=1[CH:9]1[C:14]([C:15]([O:17][CH3:18])=[O:16])=[C:13]([CH3:19])[NH:12][C:11]([CH2:20][O:21][CH2:22][C:23]#[C:24][C:25]([O:27][CH3:28])=[O:26])=[C:10]1[C:29]([O:31][CH2:32][CH3:33])=[O:30].[H][H]>O1CCOCC1.[Pd]>[Cl:1][C:2]1[C:7]([Cl:8])=[CH:6][CH:5]=[CH:4][C:3]=1[CH:9]1[C:14]([C:15]([O:17][CH3:18])=[O:16])=[C:13]([CH3:19])[NH:12][C:11]([CH2:20][O:21][CH2:22][CH2:23][CH2:24][C:25]([O:27][CH3:28])=[O:26])=[C:10]1[C:29]([O:31][CH2:32][CH3:33])=[O:30]. Reported procedure: A solution of methyl 4-{[4-(2,3-dichlorophenyl)-3-ethoxycarbonyl-5-methoxycarbonyl-6-methyl-1,4-dihydropyrid-2-yl]methoxy}but-2-ynoate (1.00 g) in dioxane (30 ml) was stirred under one atmosphere (1.0333 kg.cm.-2) of hydrogen at room temperature in the presence of 5% palladium on barium sulphate. When the uptake of hydrogen had ceased the mixture was filtered and evaporated. The residue was purified by chromatography on silica (6 g) using toluene plus 0→50% ethyl acetate as the eluant. Appropria... Run in CN(C)C=O (DMF). Reaction conditions: temperature 5 celsius, time 1 hour. The reactants are COC(CCCC(C)O)OC (5-hydroxyhexanal dimethyl acetal), ( b ), C(C1=CC=CC=C1)Br (benzyl bromide). Isolated yield 97.9%. Procedure: 5-benzyloxyhexanal dimethyl acetal: a sodium hydride dispersion (7.2 g of 50% dispersion, 150 mmol, 1.2 equivalents) was washed with hexane (3×50 ml), suspended in DMF (250 ml) and cooled to 5° C. before adding the 5-hydroxyhexanal dimethyl acetal (20.28 g, 125.0 mmol) prepared in (b) in DMF solution (20 ml); the suspension being allowed to warm then up to 20° C. over 1 hour. After 30 minutes benzyl bromide (25.6 g, 150 mmol) was added at 5°-10° C. over 15 minutes and the resulting thick slurry ... The product is COC(CCCC(C)OCC1=CC=CC=C1)OC (5-benzyloxyhexanal dimethyl acetal). RXN SMILES: [CH3:1][O:2][CH:3]([O:10][CH3:11])[CH2:4][CH2:5][CH2:6][CH:7]([OH:9])[CH3:8].[CH2:12](Br)[C:13]1[CH:18]=[CH:17][CH:16]=[CH:15][CH:14]=1>CN(C=O)C>[CH3:11][O:10][CH:3]([O:2][CH3:1])[CH2:4][CH2:5][CH2:6][CH:7]([O:9][CH2:12][C:13]1[CH:18]=[CH:17][CH:16]=[CH:15][CH:14]=1)[CH3:8]. The reactants are C(CCC)N=CC1=C(C=CC=C1F)F (butyl-(2,6-difluoro-benzylidene)-amine), C(C)[Mg]Br (ethylmagnesium bromide), CCOCC (Et2O). Run in C1CCOC1 (THF). Reaction conditions: time 4 hour. The product is C(CCC)N=CC1=C(C=CC=C1CC)CC (butyl-(2,6-diethyl-benzylidene)-amine). As a reaction SMILES: [CH2:1]([N:5]=[CH:6][C:7]1[C:12](F)=[CH:11][CH:10]=[CH:9][C:8]=1F)[CH2:2][CH2:3][CH3:4].[CH2:15]([Mg]Br)[CH3:16].[CH3:19][CH2:20]OCC>C1COCC1>[CH2:1]([N:5]=[CH:6][C:7]1[C:12]([CH2:19][CH3:20])=[CH:11][CH:10]=[CH:9][C:8]=1[CH2:15][CH3:16])[CH2:2][CH2:3][CH3:4]. Procedure: To a solution of butyl-(2,6-difluoro-benzylidene)-amine (1.10 g; 5.58 mmol) in THF (25 mL) was added dropwise a solution of ethylmagnesium bromide in Et2O (4.1 ml; 3.00 mol/l; 12.3 mmol) at −10° C. After the addition was completed the reaction mixture was stirred at RT for 4 hours. The reaction mixture was quenched by dropwise addition of a 5% aqueous NaHCO3-solution, and then extracted with EtOAc. The combined organic layers were dried (Na2SO4), filtered, and concentrated in vacuo to afford but... Reaction SMILES: [CH3:1][N:2]([CH3:7])[S:3](Cl)(=[O:5])=[O:4].[CH3:8][O:9][C:10]1[CH:11]=[CH:12][CH:13]=[C:14]2[C:19]=1[CH:18]([NH:20][C:21]1[CH:30]=[CH:29][C:28]3[C:23](=[CH:24][CH:25]=[C:26]([NH2:31])[CH:27]=3)[N:22]=1)[CH2:17][CH2:16][CH2:15]2>>[CH3:8][O:9][C:10]1[CH:11]=[CH:12][CH:13]=[C:14]2[C:19]=1[CH:18]([NH:20][C:21]1[CH:30]=[CH:29][C:28]3[C:23](=[CH:24][CH:25]=[C:26]([NH:31][S:3]([N:2]([CH3:7])[CH3:1])(=[O:5])=[O:4])[CH:27]=3)[N:22]=1)[CH2:17][CH2:16][CH2:15]2. Starting materials: CN(S(=O)(=O)Cl)C (dimethylsulfamoyl chloride), COC=1C=CC=C2CCCC(C12)NC1=NC2=CC=C(C=C2C=C1)N (rac-N2-(8-methoxy-1,2,3,4-tetrahydro-naphthalen-1-yl)-quinoline-2,6-diamine). Procedure: The title compound was prepared in accordance with the general method described in example 66 from dimethylsulfamoyl chloride and rac-N2-(8-methoxy-1,2,3,4-tetrahydro-naphthalen-1-yl)-quinoline-2,6-diamine; MS: m/e=427.3 (M+H+). Yields the product COC=1C=CC=C2CCCC(C12)NC1=NC2=CC=C(C=C2C=C1)NS(=O)(=O)N(C)C (rac-N′-{2-[(8-Methoxy-1,2,3,4-tetrahydronaphthalen-1-yl)amino]quinolin-6-yl}-N,N-dimethylsulfamide).